This data is from the Open Reaction Database (ORD), a public repository of structured organic reaction records. The task is: describe an organic reaction: reactants, conditions, products, and yield The reactants are [Al+3], C1CCOC1, CCCOc1cc(C(F)(F)F)ccc1C(=O)N(C)OC, [H-], [H-], [H-], [H-], [Li+]. Product: CCCOc1cc(C(F)(F)F)ccc1C=O. RXN SMILES: [Al+3:22].[CH2:27]1[O:28][CH2:29][CH2:30][CH2:31]1.[CH3:1][O:2][N:3]([C:4]([c:5]1[c:6]([O:15][CH2:16][CH2:17][CH3:18])[cH:7][c:8]([C:11]([F:12])([F:13])[F:14])[cH:9][cH:10]1)=[O:19])[CH3:20].[H-:21].[H-:24].[H-:25].[H-:26].[Li+:23]>>[CH:4]([c:5]1[c:6]([O:15][CH2:16][CH2:17][CH3:18])[cH:7][c:8]([C:11]([F:12])([F:13])[F:14])[cH:9][cH:10]1)=[O:19].